Task: describe an organic reaction: reactants, conditions, products, and yield. Dataset: the Open Reaction Database (ORD), a public repository of structured organic reaction records The reactants are CO, COc1cc(C(C#N)(CCCN(C)CCCOc2ccccc2[N+](=O)[O-])C(C)C)cc(OC)c1OC, O=[Pt]. Product: COc1cc(C(C#N)(CCCN(C)CCCOc2ccccc2N)C(C)C)cc(OC)c1OC. Reaction SMILES: [CH3:37][OH:38].[CH:1]([CH3:2])([CH3:3])[C:4]([C:5]#[N:6])([CH2:7][CH2:8][CH2:9][N:10]([CH3:11])[CH2:12][CH2:13][CH2:14][O:15][c:16]1[c:17]([N+:22]([O-:23])=[O:24])[cH:18][cH:19][cH:20][cH:21]1)[c:25]1[cH:26][c:27]([O:35][CH3:36])[c:28]([O:33][CH3:34])[c:29]([O:31][CH3:32])[cH:30]1.[Pt:39]=[O:40]>>[CH:1]([CH3:2])([CH3:3])[C:4]([C:5]#[N:6])([CH2:7][CH2:8][CH2:9][N:10]([CH3:11])[CH2:12][CH2:13][CH2:14][O:15][c:16]1[c:17]([NH2:22])[cH:18][cH:19][cH:20][cH:21]1)[c:25]1[cH:26][c:27]([O:35][CH3:36])[c:28]([O:33][CH3:34])[c:29]([O:31][CH3:32])[cH:30]1. The reactants are C1(CC1)C(=N[S@](=O)C(C)(C)C)C1CC1 ((R)—N-(dicyclopropylmethylidene)-2-methylpropane-2-sulfinamide), [NH4+].[Cl-] (NH4Cl), C(C)(C)[Mg]Cl (Isopropylmagnesium chloride), BrC=1C=CC(=NC1)I (5-bromo-2-iodopyridine), ( g ). Solvent: C1CCOC1 (THF), C1CCOC1 (THF). Run at time 1 hour. The product is BrC=1C=CC(=NC1)C(N[S@](=O)C(C)(C)C)(C1CC1)C1CC1 ((R)—N-[(5-bromopyridin-2-yl)(dicyclopropyl)methyl]-2-methylpropane-2-sulfinamide). As a reaction SMILES: C([Mg]Cl)(C)C.[Br:6][C:7]1[CH:8]=[CH:9][C:10](I)=[N:11][CH:12]=1.[CH:14]1([C:17]([CH:25]2[CH2:27][CH2:26]2)=[N:18][S@@:19]([C:21]([CH3:24])([CH3:23])[CH3:22])=[O:20])[CH2:16][CH2:15]1.[NH4+].[Cl-]>C1COCC1>[Br:6][C:7]1[CH:8]=[CH:9][C:10]([C:17]([CH:25]2[CH2:27][CH2:26]2)([CH:14]2[CH2:15][CH2:16]2)[NH:18][S@@:19]([C:21]([CH3:24])([CH3:23])[CH3:22])=[O:20])=[N:11][CH:12]=1 |f:3.4|. Procedure: Isopropylmagnesium chloride (2 M in THF, 1.843 mL, 3.69 mmol) was added dropwise over 5 minutes to a cooled solution of 5-bromo-2-iodopyridine (0.999 g, 3.52 mmol) in THF (7.00 mL) under Ar(g) at 0° C. and then the reaction mixture was stirred for 1 hour. A solution of (R)—N-(dicyclopropylmethylidene)-2-methylpropane-2-sulfinamide (0.715 g, 3.35 mmol) in THF (3.00 mL) was added via syringe over 4 min at 0° C. to the reaction mixture. The reaction mixture was stirred at 0° C. for 1 hour and was w... Reactants: [F-].C(CCC)[N+](CCCC)(CCCC)CCCC (Tetrabutylammonium fluoride), ice, FC(F)(F)[Si](C)(C)C ((trifluoromethyl)trimethylsilane), O=C1CCN(CC1)C(=O)OC(C)(C)C (tert-butyl 4-oxo-1-piperidinecarboxylate). Solvent: O1CCCC1 (tetrahydrofuran). Conditions: time 18 hour. Yields the product OC1(CCN(CC1)C(=O)OC(C)(C)C)C(F)(F)F (tert-Butyl 4-hydroxy-4-(trifluoromethyl)-1-piperidinecarboxylate). As a reaction SMILES: [F-].C([N+](CCCC)(CCCC)CCCC)CCC.[F:19][C:20]([Si](C)(C)C)([F:22])[F:21].[O:27]=[C:28]1[CH2:33][CH2:32][N:31]([C:34]([O:36][C:37]([CH3:40])([CH3:39])[CH3:38])=[O:35])[CH2:30][CH2:29]1>O1CCCC1>[OH:27][C:28]1([C:20]([F:22])([F:21])[F:19])[CH2:29][CH2:30][N:31]([C:34]([O:36][C:37]([CH3:40])([CH3:39])[CH3:38])=[O:35])[CH2:32][CH2:33]1 |f:0.1|. Reported procedure: Tetrabutylammonium fluoride (50 mg, 1M solution in tetrahydrofuran) was added to an ice-cooled solution of (trifluoromethyl)trimethylsilane (2.1 g, 15 mmol) and tert-butyl 4-oxo-1-piperidinecarboxylate (2 g, 10 mmol) in tetrahydrofuran (20 ml), and the reaction stirred at room temperature for 18 hours. The mixture was concentrated under reduced pressure, the residue suspended in ethyl acetate, hydrochloric acid (20 ml, 1N) was added, the mixture stirred for an hour, and then neutralised using so... The reactants are C(C1=CC=CC=C1)OC1=CC2=C(N(CCCC2C(=O)OC)COS(=O)(=O)C)C2=CC=CC=C12 (7-(Benzyloxy)-1-[((methanesulfonyl)oxy)methyl]-5-(methoxycarbonyl)-1,2,3,4-tetrahydro-5H-naphtho[1,2-b]azepine). Reagents/catalysts: [Pd] (Pd—C). Product: OC1=CC2=C(N(CCCC2C(=O)OC)COS(=O)(=O)C)C2=CC=CC=C12 (7-Hydroxy-1-[((methanesulfonyl)oxy)methyl]-5-(methoxycarbonyl)-1,2,3,4-tetrahydro-5H-naphtho[1,2-b]azepine). As a reaction SMILES: C([O:8][C:9]1[C:33]2[C:28](=[CH:29][CH:30]=[CH:31][CH:32]=2)[C:12]2[N:13]([CH2:22][O:23][S:24]([CH3:27])(=[O:26])=[O:25])[CH2:14][CH2:15][CH2:16][CH:17]([C:18]([O:20][CH3:21])=[O:19])[C:11]=2[CH:10]=1)C1C=CC=CC=1>[Pd]>[OH:8][C:9]1[C:33]2[C:28](=[CH:29][CH:30]=[CH:31][CH:32]=2)[C:12]2[N:13]([CH2:22][O:23][S:24]([CH3:27])(=[O:26])=[O:25])[CH2:14][CH2:15][CH2:16][CH:17]([C:18]([O:20][CH3:21])=[O:19])[C:11]=2[CH:10]=1. Procedure details: Following the general procedure detailed for 85, 93 (0.028 g, 0.060 mmol, 1 equiv) was treated with 10% Pd—C (0.010 g, 0.009 mmol, 0.16 equiv) followed by aqueous HCO2NH4 (0.265 mL, 25% w/v, 18 equiv). Filtration and concentration gave 95 as an analytically pure white solid (0.0204 g, 0.0225 g theoretical, 91%): mp 113-115° C.; 1H NMR (500 MHz, CD3OD) major rotamer δ 8.25 (d, J=7.5 Hz, 1H), 8.14 (d, J=8.5 Hz, 1H), 7.55-7.45 (m, 2H), 6.60 (s, 1H), 4.41-4.33 (m, 4H), 3.66 (s, 3H), 2.85-2.79 (m, 1H... The reactants are Intermediate 243, FC(C(=O)O)(F)F.C1(CC1)CCOC=1NC(=C2N=C(N=C2N1)OC)N (2-[(2-cyclopropylethyl)oxy]-8-(methyloxy)-1H-purin-6-amine trifluoroacetate), BrCCCCC1COCCC1 (3-(4-bromobutyl)tetrahydro-2H-pyran). Yields the product C1(CC1)CCOC1=NC(=C2N=C(N(C2=N1)CCCCC1COCCC1)OC)N (2-[(2-Cyclopropylethyl)oxy]-8-(methyloxy)-9-[4-(tetrahydro-2H-Pyran-3-yl)butyl]-9H-purin-6-amine). Reaction SMILES: FC(F)(F)C(O)=O.[CH:8]1([CH2:11][CH2:12][O:13][C:14]2[NH:15][C:16]([NH2:25])=[C:17]3[C:21]([N:22]=2)=[N:20][C:19]([O:23][CH3:24])=[N:18]3)[CH2:10][CH2:9]1.Br[CH2:27][CH2:28][CH2:29][CH2:30][CH:31]1[CH2:36][CH2:35][CH2:34][O:33][CH2:32]1>>[CH:8]1([CH2:11][CH2:12][O:13][C:14]2[N:22]=[C:21]3[C:17]([N:18]=[C:19]([O:23][CH3:24])[N:20]3[CH2:27][CH2:28][CH2:29][CH2:30][CH:31]3[CH2:36][CH2:35][CH2:34][O:33][CH2:32]3)=[C:16]([NH2:25])[N:15]=2)[CH2:10][CH2:9]1 |f:0.1|. Reported procedure: Prepared similarly to Intermediate 243 from 2-[(2-cyclopropylethyl)oxy]-8-(methyloxy)-1H-purin-6-amine trifluoroacetate and 3-(4-bromobutyl)tetrahydro-2H-pyran.